This data is from the Open Reaction Database (ORD), a public repository of structured organic reaction records. The task is: describe an organic reaction: reactants, conditions, products, and yield Starting materials: C(C)(C)(C)OC(NC1=C(C=C(C=C1)C1CC1)N)=O ((2-amino-4-cyclopropyl-phenyl)-carbamic acid tert.-butyl ester), CC1(OC(C=C(O1)C1=CC(=NC=C1)C#N)=O)C (4-(2,2-dimethyl-6-oxo-6H-[1,3]dioxin-4-yl)-pyridine-2-carbonitrile). Yields the product C(C)(C)(C)OC(NC1=C(C=C(C=C1)C1CC1)NC(CC(=O)C1=CC(=NC=C1)C#N)=O)=O ({2-[3-(2-Cyano-pyridin-4-yl)-3-oxo-propionylamino]-4-cyclopropyl-phenyl}-carbamic acid tert.-butyl ester). Reaction SMILES: [C:1]([O:5][C:6](=[O:18])[NH:7][C:8]1[CH:13]=[CH:12][C:11]([CH:14]2[CH2:16][CH2:15]2)=[CH:10][C:9]=1[NH2:17])([CH3:4])([CH3:3])[CH3:2].CC1(C)[O:25][C:24]([C:26]2[CH:31]=[CH:30][N:29]=[C:28]([C:32]#[N:33])[CH:27]=2)=[CH:23][C:22](=O)[O:21]1>>[C:1]([O:5][C:6](=[O:18])[NH:7][C:8]1[CH:13]=[CH:12][C:11]([CH:14]2[CH2:16][CH2:15]2)=[CH:10][C:9]=1[NH:17][C:22](=[O:21])[CH2:23][C:24]([C:26]1[CH:31]=[CH:30][N:29]=[C:28]([C:32]#[N:33])[CH:27]=1)=[O:25])([CH3:4])([CH3:2])[CH3:3]. Procedure: Prepared from (2-amino-4-cyclopropyl-phenyl)-carbamic acid tert.-butyl ester (Example G48) and 4-(2,2-dimethyl-6-oxo-6H-[1,3]dioxin-4-yl)-pyridine-2-carbonitrile (Example J16) according to the general procedure K. Obtained as a light brown solid (148 mg). Reactants: ClC1=C(C2=C(C(=CO2)C(=O)C2=CC=CC=C2)C=C1O)Cl ((6,7-Dichloro-5-hydroxy-benzofuran-3-yl)-phenyl-methanone), [N+](=O)(O)[O-] (nitric acid), petroleum ether-EtOAc. The solvent is C(C)(=O)O (acetic acid). Reaction conditions: temperature 60 celsius. Yields the product C(C1=CC=CC=C1)(=O)C1=COC2=C1C(C(C(=C2Cl)Cl)=O)=O (3-Benzoyl-6,7-dichloro-benzofuran-4,5-dione). Reaction SMILES: [Cl:1][C:2]1[C:18]([OH:19])=[CH:17][C:5]2[C:6]([C:9]([C:11]3[CH:16]=[CH:15][CH:14]=[CH:13][CH:12]=3)=[O:10])=[CH:7][O:8][C:4]=2[C:3]=1[Cl:20].[N+]([O-])(O)=[O:22]>C(O)(=O)C>[C:9]([C:6]1[C:5]2[C:17](=[O:22])[C:18](=[O:19])[C:2]([Cl:1])=[C:3]([Cl:20])[C:4]=2[O:8][CH:7]=1)(=[O:10])[C:11]1[CH:16]=[CH:15][CH:14]=[CH:13][CH:12]=1. Procedure: To a solution of compound 4 (100 mg, 0.32 mmol) in glacial acetic acid (2 mL) at room temperature was added nitric acid (0.1 mL, d 1.35) dropwise with vigorous stirring. The mixture was heated at 60° C. for 3 h, allowed to cool to room temperature, and poured over crushed ice. The resulting precipitate was filtered, dried, and recrystallized (CH2Cl2-pet. ether) to afford compound SKC-BF-09 (40 mg, 40%) as brick red solid. TLC Rf=0.5 (petroleum ether-EtOAc, 7:3); 1H NMR (CDCl3) δ 7.93 (s, 1H), 7.... The reactants are [OH-].[Na+] (NaOH), C(C)C(CN=C=O)CCCC (2-ethylhexyl isocyanate), N[C@@H](CCC(N)=O)C(=O)O (L-(+)-glutamine). The solvent is O.O1CCOCC1 (water dioxane). Conditions: time 24 hour. Yields the product C(C)C(CNC(=O)N[C@@H](CCC(N)=O)C(=O)O)CCCC (N2-[(2-ethylhexylamino)carbonyl]-L-glutamine). The yield is 88.2%. Reaction SMILES: [NH2:1][C@H:2]([C:8]([OH:10])=[O:9])[CH2:3][CH2:4][C:5](=[O:7])[NH2:6].[OH-].[Na+].[CH2:13]([CH:15]([CH2:20][CH2:21][CH2:22][CH3:23])[CH2:16][N:17]=[C:18]=[O:19])[CH3:14]>O.O1CCOCC1>[CH2:13]([CH:15]([CH2:20][CH2:21][CH2:22][CH3:23])[CH2:16][NH:17][C:18]([NH:1][C@H:2]([C:8]([OH:10])=[O:9])[CH2:3][CH2:4][C:5](=[O:7])[NH2:6])=[O:19])[CH3:14] |f:1.2,4.5|. Procedure details: At 5° C., a suspension of L-(+)-glutamine (23.1 g, 158 mmol) in 1:1 water/dioxane (300 ml) was treated successively with a solution of 2N aq. NaOH (79 ml) and with 2-ethylhexyl isocyanate (25 g, 158 mmol). The resulting mixture was stirred for 24 h while its temperature rose to 20° C. (final pH value: 6) and filtered. The filtrate was washed twice with ethyl acetate (200 ml) and the combined organic phases were acidify with a 2N aq. HCl solution to pH 1. Filtration of the resulting precipitate a... Reactants: C(CC(=O)[O-])(=O)[O-].[Na+].[Na+] (sodium malonate), C12C(CCC(CC1)C=C2)C(=O)Cl (bicyclo[3,2,2]non-8-ene-2-carbonyl chloride). The product is C12C(CCC(CC1)C=C2)C(=O)C(C(=O)O)C(=O)O (bicyclo[3,2,2]non-8-ene-2-carbonyl malonic acid). Yield: 87.5%. RXN SMILES: [C:1]([O-:7])(=[O:6])[CH2:2][C:3]([O-:5])=[O:4].[Na+].[Na+].[CH:10]12[CH:18]=[CH:17][CH:14]([CH2:15][CH2:16]1)[CH2:13][CH2:12][CH:11]2[C:19](Cl)=[O:20]>>[CH:10]12[CH:16]=[CH:15][CH:14]([CH2:17][CH2:18]1)[CH2:13][CH2:12][CH:11]2[C:19]([CH:2]([C:1]([OH:7])=[O:6])[C:3]([OH:5])=[O:4])=[O:20] |f:0.1.2|. Reported procedure: To a solution containing sodium malonate (17.1 g) which was prepared according to the same procedure as in Example 7, bicyclo[3,2,2]non-8-ene-2-carbonyl chloride (18.4 g) obtained in Preparation Example 3 is slowly added, and the reaction mixture is reacted at −20° C. in a nitrogen atmosphere for 1 hour, and further reacted at 45° C. for 8 hours. Then, the mixture is worked up as in the procedure of Example 1, to obtain 22 g of the pure title compound (purity: 99%, yield: 87%). Reactants: COC(=O)[C@@H]1CC[C@H](CC1)C(NCC(=O)C1=NC(=CC=C1)Br)=O (trans-4-[2-(6-bromopyridin-2-yl)-2-oxoethylcarbamoyl]cyclohexanecarboxylic acid methyl ester), COC=1C=CC(=CC1)P2(=S)SP(=S)(S2)C=3C=CC(=CC3)OC (Lawesson reagent). The yield is 82.9%. Reaction SMILES: [CH3:1][O:2][C:3]([C@H:5]1[CH2:10][CH2:9][C@H:8]([C:11](=O)[NH:12][CH2:13][C:14]([C:16]2[CH:21]=[CH:20][CH:19]=[C:18]([Br:22])[N:17]=2)=O)[CH2:7][CH2:6]1)=[O:4].COC1C=CC(P2(SP(C3C=CC(OC)=CC=3)(=S)S2)=[S:33])=CC=1>O1CCCC1>[CH3:1][O:2][C:3]([C@H:5]1[CH2:10][CH2:9][C@H:8]([C:11]2[S:33][C:14]([C:16]3[CH:21]=[CH:20][CH:19]=[C:18]([Br:22])[N:17]=3)=[CH:13][N:12]=2)[CH2:7][CH2:6]1)=[O:4]. The solvent is O1CCCC1 (tetrahydrofuran). The product is COC(=O)[C@@H]1CC[C@H](CC1)C=1SC(=CN1)C1=NC(=CC=C1)Br (trans-4-[5-(6-bromopyridin-2-yl)thiazol-2-yl]cyclohexanecarboxylic acid methyl ester). Reported procedure: A solution of trans-4-[2-(6-bromopyridin-2-yl)-2-oxoethylcarbamoyl]cyclohexanecarboxylic acid methyl ester (7.38 g, 19.3 mmol) obtained in Step 2 and a Lawesson reagent (8.20 g, 20.3 mmol) in tetrahydrofuran (120 ml) was heated at reflux for 2 hours in an Ar stream. After the reaction solution was concentrated, a saturated aqueous sodium bicarbonate was added and extracted with ethyl acetate. The organic layer was washed with a saturated sodium bicarbonate aqueous solution and dried over magnesi...